From a dataset of the Open Reaction Database (ORD), a public repository of structured organic reaction records. describe an organic reaction: reactants, conditions, products, and yield The yield is 65.0%. Reactants: O.N1C(=O)NC(=O)C(=O)C1=O (Alloxan hydrate), CN1C=CC=C1 (1-Methylpyrrole), Cl (hydrogen chloride). Product: OC1(C(NC(NC1=O)=O)=O)C=1N(C=CC1)C (5-Hydroxy-5-(1-methyl-2-pyrrolyl)-2,4,6-(1H,3H,5H)pyrimidinetrione). Reaction SMILES: O.[NH:2]1[C:10](=[O:11])[C:8](=[O:9])[C:6](=[O:7])[NH:5][C:3]1=[O:4].[CH3:12][N:13]1[CH:17]=[CH:16][CH:15]=[CH:14]1.Cl>C(O)C>[OH:9][C:8]1([C:14]2[N:13]([CH3:12])[CH:17]=[CH:16][CH:15]=2)[C:6](=[O:7])[NH:5][C:3](=[O:4])[NH:2][C:10]1=[O:11] |f:0.1|. Run at time 0.5 hour. Run in C(C)O (ethanol). Procedure: Alloxan hydrate (3.2 g., 0.02 mole) was dissolved in 50 ml. of ethanol by warming. 1-Methylpyrrole (1.6 g., 0.02 mole) was added and the mixture warmed for 5 minutes on a steam bath, while perfusing with hydrogen chloride. After standing at room temperature for 0.5 hour, the reaction mixture was evaporated to dryness and the residue triturated with water to yield title product as a solid [2.9 g.; m/e 223; Rf 0.5 (1:1 ethyl acetate:hexane/5% acetic acid)]. The reactants are C1(=CC=CC=C1)CC(=O)O (phenylacetic acid), O=S(Cl)Cl (SOCl2), ClC1=CC(=C(N)C=C1Cl)[N+](=O)[O-] (4,5-dichloro-2-nitroaniline). The solvent is C(C)O (ethanol). Run at time 16 hour. Product: ClC1=CC(=C(C=C1Cl)NC(CC1=CC=CC=C1)=O)[N+](=O)[O-] (4,5-Dichloro-2-nitro-1-(phenylacetamido)benzene). Isolated yield 90.0%. As a reaction SMILES: [C:1]1([CH2:7][C:8]([OH:10])=O)[CH:6]=[CH:5][CH:4]=[CH:3][CH:2]=1.O=S(Cl)Cl.[Cl:15][C:16]1[C:22]([Cl:23])=[CH:21][C:19]([NH2:20])=[C:18]([N+:24]([O-:26])=[O:25])[CH:17]=1>C(O)C>[Cl:15][C:16]1[C:22]([Cl:23])=[CH:21][C:19]([NH:20][C:8](=[O:10])[CH2:7][C:1]2[CH:2]=[CH:3][CH:4]=[CH:5][CH:6]=2)=[C:18]([N+:24]([O-:26])=[O:25])[CH:17]=1. Procedure: A mixture of phenylacetic acid (10 mmol) in SOCl2 (4 ml, apr. 50 mmol) was stirred for 16 h at room temperature, then evaporated and kept at 2 mm Hg for 0.5 h to remove residual SOCl2. A suspension of 4,5-dichloro-2-nitroaniline (1.035 g, 5 mmol) in ethanol-free CHCl3 (10 mL) was added to the residue and the mixture was stirred at 50° C. for 4 h. It was then cooled to room temperature and evaporated. The residue was treated with ether (100 mL). Precipitated crude product was filtered, washed wit... Starting materials: BrC1=CC=C(C=C1)S(=O)(=O)N (4-bromobenzenesulfonamide), COC(N(C)C)OC (dimethylformamide dimethyl acetal), O (water). Solvent: CN(C=O)C (dimethylformamide). Conditions: time 90 minute. Yields the product BrC1=CC=C(C=C1)S(=O)(=O)N=CN(C)C (4-Bromo-N-[1-dimethylaminomethylidene]benzenesulfonamide). Isolated yield 85.0%. As a reaction SMILES: [Br:1][C:2]1[CH:7]=[CH:6][C:5]([S:8]([NH2:11])(=[O:10])=[O:9])=[CH:4][CH:3]=1.CO[CH:14](OC)[N:15]([CH3:17])[CH3:16].O>CN(C)C=O>[Br:1][C:2]1[CH:3]=[CH:4][C:5]([S:8]([N:11]=[CH:14][N:15]([CH3:17])[CH3:16])(=[O:9])=[O:10])=[CH:6][CH:7]=1. Procedure details: 0.325 g of 4-bromobenzenesulfonamide was admixed with 0.82 g of dimethylformamide dimethyl acetal in 1.6 ml of dry dimethylformamide and stirred at room temperature for 90 min. For workup, the reaction mixture was admixed with 10 ml of water, and the precipitate was filtered off with suction, filtered and dried under reduced pressure. 4-Bromo-N-[1-dimethylaminomethylidene]benzenesulfonamide was obtained in a yield of 85%. Molecular weight 289.97 (C9H11BrN2O2S); retention time Rt=1.3 min. [B]; MS... Reactants: O (water), ClC1=CC(=C(C=C1)S)CO (4-chloro-2-(hydroxymethyl)thiophenol), FC=1C=CC(=C(NC)C1)[N+](=O)[O-] (5-fluoro-N-methyl-2-nitroaniline), C(=O)([O-])[O-].[K+].[K+] (K2CO3). Solvent: CN(C)C=O (DMF). Product: ClC1=CC(=C(C=C1)SC=1C=CC(=C(NC)C1)[N+](=O)[O-])CO (5-(4-chloro-2-hydroxymethylphenylthio)-N-methyl-2-nitroaniline). The yield is 87.1%. Reaction SMILES: [Cl:1][C:2]1[CH:7]=[CH:6][C:5]([SH:8])=[C:4]([CH2:9][OH:10])[CH:3]=1.F[C:12]1[CH:13]=[CH:14][C:15]([N+:20]([O-:22])=[O:21])=[C:16]([CH:19]=1)[NH:17][CH3:18].C([O-])([O-])=O.[K+].[K+].O>CN(C=O)C>[Cl:1][C:2]1[CH:7]=[CH:6][C:5]([S:8][C:12]2[CH:13]=[CH:14][C:15]([N+:20]([O-:22])=[O:21])=[C:16]([CH:19]=2)[NH:17][CH3:18])=[C:4]([CH2:9][OH:10])[CH:3]=1 |f:2.3.4|. Reported procedure: The solution of 4-chloro-2-(hydroxymethyl)thiophenol (1.0 g) from Example 16, 5-fluoro-N-methyl-2-nitroaniline (1.0 g) and K2CO3 (0.81 g) in DMF (20 ml) was heated at 90° C. for 15 minutes. After leaving the solution to stand at room temperature, water was added to the solution prior to extraction in ethyl acetate. The organic layer was washed with saturated sodium chloride solution, and dried over anhydrous sodium sulfate. After removal of the solvent under reduced pressure, the residue was pur...